From a dataset of the Open Reaction Database (ORD), a public repository of structured organic reaction records. describe an organic reaction: reactants, conditions, products, and yield As a reaction SMILES: [CH2:23]1[O:24][CH2:25][CH2:26][CH2:27]1.[CH3:1][N:2]([CH2:3][CH2:4][n:5]1[c:6](=[O:18])[c:7]2[cH:8][cH:9][cH:10][c:11]([N+:15]([O-:16])=[O:17])[c:12]2[cH:13][cH:14]1)[CH3:19].[Sn:20]([Cl:21])[Cl:22]>>[CH3:1][N:2]([CH2:3][CH2:4][n:5]1[c:6](=[O:18])[c:7]2[cH:8][cH:9][cH:10][c:11]([NH2:15])[c:12]2[cH:13][cH:14]1)[CH3:19]. Reactants: C1CCOC1, CN(C)CCn1ccc2c([N+](=O)[O-])cccc2c1=O, Cl[Sn]Cl. Product: CN(C)CCn1ccc2c(N)cccc2c1=O. Reactants: [Al+3], C=Cc1c(C(=O)NC)[nH]c2ccccc12, [H-], [H-], [H-], [H-], [Li+], C1COCCO1. Yields the product C=Cc1c(CNC)[nH]c2ccccc12. As a reaction SMILES: [Al+3:17].[CH3:1][NH:2][C:3](=[O:4])[c:5]1[nH:6][c:7]2[cH:8][cH:9][cH:10][cH:11][c:12]2[c:13]1[CH:14]=[CH2:15].[H-:16].[H-:19].[H-:20].[H-:21].[Li+:18].[O:22]1[CH2:23][CH2:24][O:25][CH2:26][CH2:27]1>>[CH3:1][NH:2][CH2:3][c:5]1[nH:6][c:7]2[cH:8][cH:9][cH:10][cH:11][c:12]2[c:13]1[CH:14]=[CH2:15].